This data is from the Open Reaction Database (ORD), a public repository of structured organic reaction records. The task is: describe an organic reaction: reactants, conditions, products, and yield Product: CCN(CC=Cc1cccc(C#N)c1)c1ccc(OC2CCN(C(=O)OC(C)(C)C)CC2)cc1. Reactants: CC(C)(C)OC(=O)N1CCC(Oc2ccc(NCC=Cc3cccc(C#N)c3)cc2)CC1, [BH3-]C#N, CC(=O)O, CO, CC=O, ClCCl, [Na+], O. RXN SMILES: [C:1]([CH3:2])([CH3:3])([CH3:4])[O:5][C:6](=[O:7])[N:8]1[CH2:9][CH2:10][CH:11]([O:14][c:15]2[cH:16][cH:17][c:18]([NH:21][CH2:22][CH:23]=[CH:24][c:25]3[cH:26][c:27]([C:28]#[N:29])[cH:30][cH:31][cH:32]3)[cH:19][cH:20]2)[CH2:12][CH2:13]1.[C:40]([BH3-:41])#[N:42].[CH3:36][C:37](=[O:38])[OH:39].[CH3:47][OH:48].[CH:33]([CH3:34])=[O:35].[Cl:44][CH2:45][Cl:46].[Na+:43].[OH2:49]>>[C:1]([CH3:2])([CH3:3])([CH3:4])[O:5][C:6](=[O:7])[N:8]1[CH2:9][CH2:10][CH:11]([O:14][c:15]2[cH:16][cH:17][c:18]([N:21]([CH2:22][CH:23]=[CH:24][c:25]3[cH:26][c:27]([C:28]#[N:29])[cH:30][cH:31][cH:32]3)[CH2:33][CH3:34])[cH:19][cH:20]2)[CH2:12][CH2:13]1. Reactants: BrC(C(=O)O)CCCC (α-Bromohexanoic acid), C1(=CC=CC=C1)C(=[N+]=[N-])C1=CC=CC=C1 (diphenyldiazomethane), petroleum spirit. The solvent is light petroleum. Product: BrC(C(=O)OC(C1=CC=CC=C1)C1=CC=CC=C1)CCCC (Diphenylmethyl α-bromohexanoate). Isolated yield 90.0%. As a reaction SMILES: [Br:1][CH:2]([CH2:6][CH2:7][CH2:8][CH3:9])[C:3]([OH:5])=[O:4].[C:10]1([C:16]([C:19]2[CH:24]=[CH:23][CH:22]=[CH:21][CH:20]=2)=[N+]=[N-])[CH:15]=[CH:14][CH:13]=[CH:12][CH:11]=1>>[Br:1][CH:2]([CH2:6][CH2:7][CH2:8][CH3:9])[C:3]([O:5][CH:16]([C:10]1[CH:15]=[CH:14][CH:13]=[CH:12][CH:11]=1)[C:19]1[CH:24]=[CH:23][CH:22]=[CH:21][CH:20]=1)=[O:4]. Procedure: α-Bromohexanoic acid (1.95 g) in light petroleum spirit (25 ml, b.p. 40°-60°) was treated with a stock solution of diphenyldiazomethane in petroleum spirit (b.p. 40°-60°) (ca. 3.8 mmole/10ml) dropwise with stirring until a faint violet colour persisted. The mixture was stirred for 2 hours at room temperature, whereupon the solvent was removed in vacuo. The resulting oil in ethyl acetate was washed with a saturated aqueous solution of sodium bicarbonate then with water and dried. Removal of the s... Product: CCCCOC(=O)c1ccc(Nc2ncc(C(=O)OCC)c(=O)[nH]2)cc1. Reactants: CCCCOC(=O)c1ccc(N)cc1, CCOC(=O)c1cnc(SC)[nH]c1=O, CCO. RXN SMILES: [CH2:15]([CH2:16][CH2:17][CH3:18])[O:19][C:20]([c:21]1[cH:22][cH:23][c:24]([NH2:27])[cH:25][cH:26]1)=[O:28].[CH3:1][S:2][c:3]1[nH:4][c:5](=[O:14])[c:6]([C:9](=[O:10])[O:11][CH2:12][CH3:13])[cH:7][n:8]1.[CH3:29][CH2:30][OH:31]>>[c:3]1([NH:27][c:24]2[cH:23][cH:22][c:21]([C:20]([O:19][CH2:15][CH2:16][CH2:17][CH3:18])=[O:28])[cH:26][cH:25]2)[nH:4][c:5](=[O:14])[c:6]([C:9](=[O:10])[O:11][CH2:12][CH3:13])[cH:7][n:8]1. Starting materials: CC(C)(C)c1ccc(NC(=O)CBr)cc1, O=C(Br)CBr, CC(C)(C)c1ccc(N)cc1, c1ccc2[nH]cnc2c1. Yields the product CC(C)(C)c1ccc(NC(=O)Cn2cnc3ccccc32)cc1. As a reaction SMILES: [Br:10][CH2:11][C:12](=[O:13])[NH:14][c:15]1[cH:16][cH:17][c:18]([C:21]([CH3:22])([CH3:23])[CH3:24])[cH:19][cH:20]1.[Br:25][CH2:26][C:27]([Br:28])=[O:29].[C:30]([c:31]1[cH:32][cH:33][c:34]([NH2:35])[cH:36][cH:37]1)([CH3:38])([CH3:39])[CH3:40].[nH:1]1[cH:2][n:3][c:4]2[c:5]1[cH:6][cH:7][cH:8][cH:9]2>>[n:1]1([CH2:11][C:12](=[O:13])[NH:14][c:15]2[cH:16][cH:17][c:18]([C:21]([CH3:22])([CH3:23])[CH3:24])[cH:19][cH:20]2)[cH:2][n:3][c:4]2[c:5]1[cH:6][cH:7][cH:8][cH:9]2.